describe an organic reaction: reactants, conditions, products, and yield From a dataset of the Open Reaction Database (ORD), a public repository of structured organic reaction records. Starting materials: Cl (hydrochloric acid), [Cl-].[NH4+] (ammonium chloride), BrC=1C(=NC=NC1OCCO)NS(=O)(=O)C1=CC=C(C=C1)C(C)(C)C (N-[5-bromo-6-(2-hydroxyethoxy)pyrimidin-4-yl]-4-tert-butylbenzenesulfonamide), [H-].[Na+] (sodium hydride), ClC1=NC=C(C=N1)SC (2-chloro-5-methylthiopyrimidine). Solvent: CC(=O)N(C)C (dimethylacetamide). Reaction conditions: time 30 minute. Product: BrC=1C(=NC=NC1OCCOC1=NC=C(C=N1)SC)NS(=O)(=O)C1=CC=C(C=C1)C(C)(C)C (N-{5-bromo-6-[2-(5-methylthiopyrimidin-2-yloxy)ethoxy]pyrimidin-4-yl}-4-tert-butylbenzenesulfonamide). Yield: 83.6%. Reaction SMILES: [Br:1][C:2]1[C:3]([NH:12][S:13]([C:16]2[CH:21]=[CH:20][C:19]([C:22]([CH3:25])([CH3:24])[CH3:23])=[CH:18][CH:17]=2)(=[O:15])=[O:14])=[N:4][CH:5]=[N:6][C:7]=1[O:8][CH2:9][CH2:10][OH:11].[H-].[Na+].Cl[C:29]1[N:34]=[CH:33][C:32]([S:35][CH3:36])=[CH:31][N:30]=1.Cl.[Cl-].[NH4+]>CC(N(C)C)=O>[Br:1][C:2]1[C:3]([NH:12][S:13]([C:16]2[CH:21]=[CH:20][C:19]([C:22]([CH3:25])([CH3:24])[CH3:23])=[CH:18][CH:17]=2)(=[O:15])=[O:14])=[N:4][CH:5]=[N:6][C:7]=1[O:8][CH2:9][CH2:10][O:11][C:29]1[N:34]=[CH:33][C:32]([S:35][CH3:36])=[CH:31][N:30]=1 |f:1.2,5.6|. Reported procedure: To a solution of N-[5-bromo-6-(2-hydroxyethoxy)pyrimidin-4-yl]-4-tert-butylbenzenesulfonamide (3.10 g) in dimethylacetamide (30 ml) is added sodium hydride (60% dispersion-type, 720 mg), and the mixture is stirred at room temperature for 30 minutes. To the mixture is added 2-chloro-5-methylthiopyrimidine (1.51 g), and the mixture is stirred at room temperature overnight. The reaction solution is treated with 10% hydrochloric acid and saturated ammonium chloride solution, and extracted with ethyl... Starting materials: [N+](=O)([O-])C=1C=C(CN)C=CC1 (3-nitrobenzylamine), ClC=1C2=C(N=C(N1)C1=NC=CN=C1)SC(=C2)CC (4-chloro-2-(pyrazin-2-yl)-6-ethyl-thieno-[2,3-d]-pyrimidine). Product: N1=C(C=NC=C1)C=1N=C(C2=C(N1)SC(=C2)CC)NCC2=CC(=CC=C2)[N+](=O)[O-] (2-(pyrazin-2-yl)-4-(3-nitrobenzylamino)-6-ethyl-thieno-[2,3-d]-pyrimidine). RXN SMILES: [N+:1]([C:4]1[CH:5]=[C:6]([CH:9]=[CH:10][CH:11]=1)[CH2:7][NH2:8])([O-:3])=[O:2].Cl[C:13]1[C:14]2[CH:27]=[C:26]([CH2:28][CH3:29])[S:25][C:15]=2[N:16]=[C:17]([C:19]2[CH:24]=[N:23][CH:22]=[CH:21][N:20]=2)[N:18]=1>>[N:20]1[CH:21]=[CH:22][N:23]=[CH:24][C:19]=1[C:17]1[N:18]=[C:13]([NH:8][CH2:7][C:6]2[CH:9]=[CH:10][CH:11]=[C:4]([N+:1]([O-:3])=[O:2])[CH:5]=2)[C:14]2[CH:27]=[C:26]([CH2:28][CH3:29])[S:25][C:15]=2[N:16]=1. Procedure details: With the procedure of Example 1, the reaction of 3-nitrobenzylamine with 4-chloro-2-(pyrazin-2-yl)-6-ethyl-thieno-[2,3-d]-pyrimidine yields 2-(pyrazin-2-yl)-4-(3-nitrobenzylamino)-6-ethyl-thieno-[2,3-d]-pyrimidine.